Dataset: the Open Reaction Database (ORD), a public repository of structured organic reaction records. Task: describe an organic reaction: reactants, conditions, products, and yield Reactants: CC#N, Cl, [Na+], [OH-], COC(=O)Cc1cc(O)cc(O)c1-c1ccc(CCC(C)=O)o1. The product is CC(=O)CCc1ccc(-c2c(O)cc(O)cc2CC(=O)O)o1. RXN SMILES: [CH3:27][C:28]#[N:29].[ClH:26].[Na+:25].[OH-:24].[OH:1][c:2]1[c:3](-[c:14]2[o:15][c:16]([CH2:19][CH2:20][C:21]([CH3:22])=[O:23])[cH:17][cH:18]2)[c:4]([CH2:9][C:10](=[O:11])[O:12][CH3:13])[cH:5][c:6]([OH:8])[cH:7]1>>[OH:1][c:2]1[c:3](-[c:14]2[o:15][c:16]([CH2:19][CH2:20][C:21]([CH3:22])=[O:23])[cH:17][cH:18]2)[c:4]([CH2:9][C:10](=[O:11])[OH:12])[cH:5][c:6]([OH:8])[cH:7]1. The reactants are CC(=O)[O-], CC(=O)CC(C)=O, CC(=O)O, Cl, Nc1cccc(F)c1F, O=N[O-], [Na+], [Na+], O. The product is CC(=O)C(=NNc1cccc(F)c1F)C(C)=O. RXN SMILES: [CH3:15][C:16](=[O:17])[O-:18].[CH3:19][C:20](=[O:21])[CH2:22][C:23]([CH3:24])=[O:25].[CH3:26][C:27](=[O:28])[OH:29].[ClH:30].[F:1][c:2]1[c:3]([NH2:4])[cH:5][cH:6][cH:7][c:8]1[F:9].[N:10]([O-:11])=[O:12].[Na+:13].[Na+:14].[OH2:31]>>[F:1][c:2]1[c:3]([NH:4][N:10]=[C:22]([C:20]([CH3:19])=[O:21])[C:23]([CH3:24])=[O:25])[cH:5][cH:6][cH:7][c:8]1[F:9]. The reactants are CCC(c1nc2onc(C(F)(F)F)c2c(=O)n1Cc1ccccc1)N(CCCNC(=O)OC(C)(C)C)C(=O)c1ccc(C)cc1, ClCCl, O=C(O)C(F)(F)F. Yields the product CCC(c1nc2onc(C(F)(F)F)c2c(=O)n1Cc1ccccc1)N(CCCN)C(=O)c1ccc(C)cc1. As a reaction SMILES: [C:1]([O:2][C:3](=[O:4])[NH:7][CH2:8][CH2:9][CH2:10][N:11]([C:12]([c:13]1[cH:14][cH:15][c:16]([CH3:19])[cH:17][cH:18]1)=[O:20])[CH:21]([CH2:22][CH3:23])[c:24]1[n:25]([CH2:38][c:39]2[cH:40][cH:41][cH:42][cH:43][cH:44]2)[c:26](=[O:37])[c:27]2[c:28]([n:29]1)[o:30][n:31][c:32]2[C:33]([F:34])([F:35])[F:36])([CH3:5])([CH3:6])[CH3:45].[Cl:53][CH2:54][Cl:55].[F:46][C:47]([F:48])([F:49])[C:50]([OH:51])=[O:52]>>[NH2:7][CH2:8][CH2:9][CH2:10][N:11]([C:12]([c:13]1[cH:14][cH:15][c:16]([CH3:19])[cH:17][cH:18]1)=[O:20])[CH:21]([CH2:22][CH3:23])[c:24]1[n:25]([CH2:38][c:39]2[cH:40][cH:41][cH:42][cH:43][cH:44]2)[c:26](=[O:37])[c:27]2[c:28]([n:29]1)[o:30][n:31][c:32]2[C:33]([F:34])([F:35])[F:36]. Starting materials: [H-].[Na+] (sodium hydride), ice water, C(C1=CC=CC=C1)(=O)C=1C=CC=C2CCNC12 (7-benzoylindoline), CI (methyl iodide). The solvent is CN(C=O)C (dimethylformamide), CN(C=O)C (dimethylformamide). Reaction conditions: temperature 50 celsius, time 4 hour. The product is CN1CCC2=CC=CC(=C12)C(C1=CC=CC=C1)=O (1-methyl-7-benzoylindoline). Reaction SMILES: [H-].[Na+].[C:3]([C:11]1[CH:12]=[CH:13][CH:14]=[C:15]2[C:19]=1[NH:18][CH2:17][CH2:16]2)(=[O:10])[C:4]1[CH:9]=[CH:8][CH:7]=[CH:6][CH:5]=1.[CH3:20]I>CN(C)C=O>[CH3:20][N:18]1[C:19]2[C:15](=[CH:14][CH:13]=[CH:12][C:11]=2[C:3](=[O:10])[C:4]2[CH:5]=[CH:6][CH:7]=[CH:8][CH:9]=2)[CH2:16][CH2:17]1 |f:0.1|. Procedure details: To a stirred slurry of 4.8 grams (0.1 mole) of 50% sodium hydride/oil in 100 ml. of dimethylformamide is added dropwise a solution of 22.3 grams (0.1 mole) of 7-benzoylindoline in 50 ml of dimethylformamide. After addition is complete, the mixture is warmed at 50° C. until all solids dissolve. While maintaining the mixture at 50° C., 9.5 grams (0.1 mole) of methyl iodide is added dropwise to the mixture. The mixture is stirred for 4 hours. The mixture is poured into 2 liters of ice water and ext... Reactants: O (water), COC1=CC=C(C=C1)C1CC(CC1)=O (3-(4-Methoxyphenyl)cyclopentanone), [Cl-].COC[P+](C1=CC=CC=C1)(C1=CC=CC=C1)C1=CC=CC=C1 (methoxymethyltriphenylphosphonium chloride), CC(C)([O-])C.[K+] (potassium tert-butoxide). Solvent: C(C)(=O)OCC (ethyl acetate), O1CCCC1 (tetrahydrofuran). Conditions: time 2.5 hour. The product is COC1=CC=C(C=C1)C1CC(CC1)=COC (1-methoxy-4-(3-methoxymethylenecyclopentyl) benzene). The yield is 48.4%. RXN SMILES: [CH3:1][O:2][C:3]1[CH:8]=[CH:7][C:6]([CH:9]2[CH2:13][CH2:12][C:11](=O)[CH2:10]2)=[CH:5][CH:4]=1.[Cl-].[CH3:16][O:17][CH2:18][P+](C1C=CC=CC=1)(C1C=CC=CC=1)C1C=CC=CC=1.CC(C)([O-])C.[K+].O>O1CCCC1.C(OCC)(=O)C>[CH3:1][O:2][C:3]1[CH:8]=[CH:7][C:6]([CH:9]2[CH2:13][CH2:12][C:11](=[CH:16][O:17][CH3:18])[CH2:10]2)=[CH:5][CH:4]=1 |f:1.2,3.4|. Reported procedure: 3-(4-Methoxyphenyl)cyclopentanone (8.51 g) and methoxymethyltriphenylphosphonium chloride (16.9 g) were dissolved in tetrahydrofuran (200 ml). After gradually adding potassium tert-butoxide (6.70 g) while maintaining an internal temperature of 10° C. or below, the mixture was stirred at room temperature for 2.5 hours. The reaction solution was poured into water, and extraction with ethyl acetate was followed by washing with water. After drying with anhydrous magnesium sulfate, the solvent was di... Starting materials: C1OC=2C=C(CCN)C=CC2OC1 (3,4-ethylenedioxyphenethylamine), ClC=1C2=C(N=C(N1)C=1C=NC=CC1)SC(=C2)CC (4-chloro-2-(pyridin-3-yl)-6-ethyl-thieno-[2,3-d]-pyrimidine). The product is N1=CC(=CC=C1)C=1N=C(C2=C(N1)SC(=C2)CC)NCCC2=CC1=C(C=C2)OCCO1 (2-(pyridin-3-yl)-4-(3,4-ethylenedioxyphenethylamino)-6-ethyl-thieno-[2,3-d]-pyrimidine). As a reaction SMILES: [CH2:1]1[CH2:13][O:12][C:11]2[CH:10]=[CH:9][C:5]([CH2:6][CH2:7][NH2:8])=[CH:4][C:3]=2[O:2]1.Cl[C:15]1[C:16]2[CH:29]=[C:28]([CH2:30][CH3:31])[S:27][C:17]=2[N:18]=[C:19]([C:21]2[CH:22]=[N:23][CH:24]=[CH:25][CH:26]=2)[N:20]=1>>[N:23]1[CH:24]=[CH:25][CH:26]=[C:21]([C:19]2[N:20]=[C:15]([NH:8][CH2:7][CH2:6][C:5]3[CH:9]=[CH:10][C:11]4[O:12][CH2:13][CH2:1][O:2][C:3]=4[CH:4]=3)[C:16]3[CH:29]=[C:28]([CH2:30][CH3:31])[S:27][C:17]=3[N:18]=2)[CH:22]=1. Procedure: With the procedure of Example 1, the reaction of 3,4-ethylenedioxyphenethylamine with 4-chloro-2-(pyridin-3-yl)-6-ethyl-thieno-[2,3-d]-pyrimidine yields 2-(pyridin-3-yl)-4-(3,4-ethylenedioxyphenethylamino)-6-ethyl-thieno-[2,3-d]-pyrimidine. The reactants are COC1CC(=O)OC1=O, Nc1cc(Cl)cc(Cl)c1, Cc1ccccc1C. The product is COC(CC(=O)O)C(O)=Nc1cc(Cl)cc(Cl)c1. Reaction SMILES: [CH3:1][O:2][CH:3]1[C:4](=[O:5])[O:6][C:7](=[O:9])[CH2:8]1.[NH2:10][c:11]1[cH:12][c:13]([Cl:14])[cH:15][c:16]([Cl:17])[cH:18]1.[c:19]1([CH3:20])[c:21]([CH3:22])[cH:23][cH:24][cH:25][cH:26]1>>[CH3:1][O:2][CH:3]([C:4]([OH:5])=[N:10][c:11]1[cH:12][c:13]([Cl:14])[cH:15][c:16]([Cl:17])[cH:18]1)[CH2:8][C:7]([OH:6])=[O:9]. The reactants are OC1=CC=2N(C3=CC=CC=C13)N=C(N2)C2=CC=CC=C2 (5-Hydroxy-2-phenyl-1,2,4-triazolo[1,5-a]quinoline), CI (methyl iodide), oily suspension, [H-].[Na+] (sodium hydride). Solvent: CN(C=O)C (dimethylformamide). Conditions: time 1 hour. Product: COC1=CC=2N(C3=CC=CC=C13)N=C(N2)C2=CC=CC=C2 (5-Methoxy-2-phenyl-1,2,4-triazolo[1,5-a]quinoline). As a reaction SMILES: [OH:1][C:2]1[C:11]2[C:6](=[CH:7][CH:8]=[CH:9][CH:10]=2)[N:5]2[N:12]=[C:13]([C:15]3[CH:20]=[CH:19][CH:18]=[CH:17][CH:16]=3)[N:14]=[C:4]2[CH:3]=1.[H-].[Na+].[CH3:23]I>CN(C)C=O>[CH3:23][O:1][C:2]1[C:11]2[C:6](=[CH:7][CH:8]=[CH:9][CH:10]=2)[N:5]2[N:12]=[C:13]([C:15]3[CH:20]=[CH:19][CH:18]=[CH:17][CH:16]=3)[N:14]=[C:4]2[CH:3]=1 |f:1.2|. Reported procedure: One gram (0.00383 mole) of the compound of Example 1 is dissolved at 60° C. in 30 ml. of dimethylformamide, the resulting solution is brought to room temperature, then 0.2 g. of a 50% oily suspension of sodium hydride is added. After 1 hour, 0.25 ml. (0.004 mole) of methyl iodide is added and the obtained mixture is stirred for 5 hours and concentrated to dryness. The obtained residue is taken up with water and recrystallized from ethanol. Yield, 0.55 g., m.p., 144°-145° C.